Dataset: the Open Reaction Database (ORD), a public repository of structured organic reaction records. Task: describe an organic reaction: reactants, conditions, products, and yield The reactants are [NH2-].[Na+] (sodium amide), COC1=CC=C2C=CN=CC2=C1 (7-methoxyisoquinoline), ice water. Solvent: CN(C1=CC=CC=C1)C (N,N-dimethylaniline). Reaction conditions: temperature 130 celsius, time 1 hour. Product: NC1=NC=CC2=CC=C(C=C12)OC (1-Amino-7-methoxyisoquinoline). Isolated yield 65.1%. Reaction SMILES: [CH3:1][O:2][C:3]1[CH:12]=[C:11]2[C:6]([CH:7]=[CH:8][N:9]=[CH:10]2)=[CH:5][CH:4]=1.[NH2-:13].[Na+]>CN(C)C1C=CC=CC=1>[NH2:13][C:10]1[C:11]2[C:6](=[CH:5][CH:4]=[C:3]([O:2][CH3:1])[CH:12]=2)[CH:7]=[CH:8][N:9]=1 |f:1.2|. Procedure: A solution of 8.0 g of 7-methoxyisoquinoline in 45 ml of N,N-dimethylaniline was warmed at 60° C., and then 5.9 g of sodium amide was added. The reaction mixture was heated at 130° C. over a period of 2 hours, and stirred for further 1 hour under the same conditions. After being cooled, the reaction mixture was poured into ice water and extracted with chloroform. The extract was washed with water, and dried over anhydrous magnesium sulfate. The drying agent was removed by filtration, and the sol... Starting materials: CC#CCn1c(Br)nc2cn[nH]c(=O)c21, O=C([O-])[O-], CN(C)C=O, Cc1nc(CCl)nc2ccccc12, [Cs+], [Cs+], O. The product is CC#CCn1c(Br)nc2cnn(Cc3nc(C)c4ccccc4n3)c(=O)c21. RXN SMILES: [Br:7][c:8]1[n:9]([CH2:18][C:19]#[C:20][CH3:21])[c:10]2[c:11]([cH:12][n:13][nH:14][c:15]2=[O:16])[n:17]1.[C:1](=[O:2])([O-:3])[O-:4].[CH3:35][N:36]([CH3:37])[CH:38]=[O:39].[Cl:22][CH2:23][c:24]1[n:25][c:26]2[cH:27][cH:28][cH:29][cH:30][c:31]2[c:32]([CH3:34])[n:33]1.[Cs+:5].[Cs+:6].[OH2:40]>>[Br:7][c:8]1[n:9]([CH2:18][C:19]#[C:20][CH3:21])[c:10]2[c:11]([cH:12][n:13][n:14]([CH2:23][c:24]3[n:25][c:26]4[cH:27][cH:28][cH:29][cH:30][c:31]4[c:32]([CH3:34])[n:33]3)[c:15]2=[O:16])[n:17]1. Starting materials: Cl (hydrochloric acid), FC1=C2CCNC2=CC=C1 (4-fluoro-2,3-dihydro-1H-indole), Cl.CN(CCCN=C=NCC)C (N-[3-(dimethylamino)propyl]-N′-ethylcarbodiimide hydrochloride), [Na] (sodium), COC1=NC(=NC(=C1)Cl)CC(=O)O ((4-methoxy-6-chloropyrimidin-2-yl)acetic acid). The solvent is C(C)OCC (ethyl ether), CN(C)C=O (DMF), N1=CC=CC=C1 (pyridine), O (water), C(C)(=O)OCC (ethyl acetate). Run at time 1 hour. Yields the product FC1=C2CCN(C2=CC=C1)C(CC1=NC(=CC(=N1)OC)Cl)=O (1-(4-fluoro-2,3-dihydroindol-1-yl)-2-(4-methoxy-6-chloropyrimidin-2-yl)ethanone). Reaction SMILES: [F:1][C:2]1[CH:10]=[CH:9][CH:8]=[C:7]2[C:3]=1[CH2:4][CH2:5][NH:6]2.Cl.CN(C)CCCN=C=NCC.[Na].[CH3:24][O:25][C:26]1[CH:31]=[C:30]([Cl:32])[N:29]=[C:28]([CH2:33][C:34](O)=[O:35])[N:27]=1.Cl>CN(C=O)C.N1C=CC=CC=1.C(OCC)C.O.C(OCC)(=O)C>[F:1][C:2]1[CH:10]=[CH:9][CH:8]=[C:7]2[C:3]=1[CH2:4][CH2:5][N:6]2[C:34](=[O:35])[CH2:33][C:28]1[N:27]=[C:26]([O:25][CH3:24])[CH:31]=[C:30]([Cl:32])[N:29]=1 |f:1.2,^1:22|. Reported procedure: 3.32 g of 4-fluoro-2,3-dihydro-1H-indole and 5.56 g of N-[3-(dimethylamino)propyl]-N′-ethylcarbodiimide hydrochloride are added to a solution of 5.4 g of the sodium salt of (4-methoxy-6-chloropyrimidin-2-yl)acetic acid in 50 ml of DMF and 4.3 ml of pyridine. The reaction medium is stirred at ambient temperature for one hour. 200 ml of ethyl acetate and 100 ml of water are added, and also 1N hydrochloric acid to pH=5-6. After settling out, the organic phase is dried over magnesium sulfate, filter... Reaction conditions: temperature 80 celsius. Run in CN(C)C=O (DMF). Reactants: C(=O)([O-])[O-].[Na+].[Na+] (Na2CO3), [Cl-] (chloride), ClC1=CC(=NC(=N1)N)NC1=CC=C(C=C1)OC1=CC(=NC=C1)C (6-chloro-N4-(4-{[2-methylpyridin-4-yl]oxy}phenyl)pyrimidine-2,4-diamine), NC1=NC=C(C=C1)B1OC(C(O1)(C)C)(C)C (2-Amino-5-(4,4,5,5-tetramethyl-1,3,2-dioxaborolan-2-yl)pyridine). Reported procedure: To a mixture of 6-chloro-N4-(4-{[2-methylpyridin-4-yl]oxy}phenyl)pyrimidine-2,4-diamine (2.0 g, 6.1 mmol) and 2-Amino-5-(4,4,5,5-tetramethyl-1,3,2-dioxaborolan-2-yl)pyridine (1.6 g, 7.3 mmol) in DMF (30 mL) was added aqueous Na2CO3 (2 M, 9.0 mL) and 1,1′-bis(diphenylphosphino)ferrocenepalladium (It) chloride (223 mg, 0.3 mmol). The resulting mixture was degassed for 10 min before it was heated at 80° C. overnight. The resulting mixture was cooled to rt before it was concentrated under vacuo and ... Isolated yield 114.0%. Yields the product N (ammonia), NC1=CC=C(C=N1)C1=CC(=NC(=N1)N)NC1=CC=C(C=C1)OC1=CC(=NC=C1)C (6-(6-aminopyridin-3-yl)-N4-{4-[(2-methylpyridin-4-yl)oxy]phenyl}pyrimidine-2,4-diamine). RXN SMILES: Cl[C:2]1[N:7]=[C:6]([NH2:8])[N:5]=[C:4]([NH:9][C:10]2[CH:15]=[CH:14][C:13]([O:16][C:17]3[CH:22]=[CH:21][N:20]=[C:19]([CH3:23])[CH:18]=3)=[CH:12][CH:11]=2)[CH:3]=1.[NH2:24][C:25]1[CH:30]=[CH:29][C:28](B2OC(C)(C)C(C)(C)O2)=[CH:27][N:26]=1.C([O-])([O-])=O.[Na+].[Na+].[Cl-]>CN(C=O)C>[NH3:5].[NH2:24][C:25]1[N:26]=[CH:27][C:28]([C:2]2[N:7]=[C:6]([NH2:8])[N:5]=[C:4]([NH:9][C:10]3[CH:15]=[CH:14][C:13]([O:16][C:17]4[CH:22]=[CH:21][N:20]=[C:19]([CH3:23])[CH:18]=4)=[CH:12][CH:11]=3)[CH:3]=2)=[CH:29][CH:30]=1 |f:2.3.4|. The reactants are N1=CC=C(C=C1)C1=CC=C(C=C1)O (4-pyridin-4-yl-phenol), ClCCN(C)C ((2-chloro-ethyl)-dimethyl-amine), Cl (HCl), K2CO2. Solvent: C(Cl)(Cl)Cl (chloroform). Product: CN(CCOC1=CC=C(C=C1)C1=CC=NC=C1)C (dimethyl-[2-(4-pyridin-4-yl-phenoxy)-ethyl]-amine). Reaction SMILES: [N:1]1[CH:6]=[CH:5][C:4]([C:7]2[CH:12]=[CH:11][C:10]([OH:13])=[CH:9][CH:8]=2)=[CH:3][CH:2]=1.Cl[CH2:15][CH2:16][N:17]([CH3:19])[CH3:18].Cl>C(Cl)(Cl)Cl>[CH3:18][N:17]([CH3:19])[CH2:16][CH2:15][O:13][C:10]1[CH:11]=[CH:12][C:7]([C:4]2[CH:5]=[CH:6][N:1]=[CH:2][CH:3]=2)=[CH:8][CH:9]=1. Reported procedure: 1 g of 4-pyridin-4-yl-phenol, 1.3 g of (2-chloro-ethyl)-dimethyl-amine.HCl and 2.42 g of K2CO2 were heated for 48 h under reflux. The mixture was diluted with chloroform, washed with brine and dried over MgSO4. After evaporation to dryness the residue was chromatographed on silicagel with CH2Cl2/MeOH/NH3conc=90:10:1 to give dimethyl-[2-(4-pyridin-4-yl-phenoxy)-ethyl]-amine as brown powder. Starting materials: COC(OC)OC, CC(Cl)Cl, ClCCCl, Oc1cccc(O)c1O. The product is COC1Oc2cccc(O)c2O1. Reaction SMILES: [CH:10]([O:11][CH3:12])([O:13][CH3:14])[O:15][CH3:16].[Cl:17][CH:18]([Cl:19])[CH3:20].[Cl:21][CH2:22][CH2:23][Cl:24].[OH:1][c:2]1[cH:3][cH:4][cH:5][c:6]([OH:7])[c:8]1[OH:9]>>[OH:1][c:2]1[cH:3][cH:4][cH:5][c:6]2[c:8]1[O:9][CH:10]([O:11][CH3:12])[O:7]2. Reactants: O=C(O)CCCCC1(c2ccccc2)CC(O)=C(Br)C(=O)O1, C1CCNCC1, CC(C)c1ccccc1S, ClCCl. The product is CC(C)c1ccccc1SC1=C(O)CC(CCCCC(=O)O)(c2ccccc2)OC1=O. RXN SMILES: [Br:1][C:2]1=[C:3]([OH:22])[CH2:4][C:5]([c:9]2[cH:10][cH:11][cH:12][cH:13][cH:14]2)([CH2:15][CH2:16][CH2:17][CH2:18][C:19](=[O:20])[OH:21])[O:6][C:7]1=[O:8].[CH2:33]1[CH2:34][CH2:35][NH:36][CH2:37][CH2:38]1.[CH:23]([CH3:24])([CH3:25])[c:26]1[c:27]([SH:32])[cH:28][cH:29][cH:30][cH:31]1.[Cl:39][CH2:40][Cl:41]>>[C:2]1([S:32][c:27]2[c:26]([CH:23]([CH3:24])[CH3:25])[cH:31][cH:30][cH:29][cH:28]2)=[C:3]([OH:22])[CH2:4][C:5]([c:9]2[cH:10][cH:11][cH:12][cH:13][cH:14]2)([CH2:15][CH2:16][CH2:17][CH2:18][C:19](=[O:20])[OH:21])[O:6][C:7]1=[O:8]. Starting materials: CC(CCCC(=O)OCC)C1=CC=CC=C1 (ethyl 5-methyl-5-phenylpentanoate), S(O)(O)(=O)=O (sulfuric acid), C(C)(=O)O (acetic acid). Solvent: O (water). Yields the product CC(CCCC(=O)O)C1=CC=CC=C1 (5-methyl-5-phenylpentanoic acid). The yield is 0.1%. Reaction SMILES: [CH3:1][CH:2]([C:11]1[CH:16]=[CH:15][CH:14]=[CH:13][CH:12]=1)[CH2:3][CH2:4][CH2:5][C:6]([O:8]CC)=[O:7].S(=O)(=O)(O)O.C(O)(=O)C>O>[CH3:1][CH:2]([C:11]1[CH:16]=[CH:15][CH:14]=[CH:13][CH:12]=1)[CH2:3][CH2:4][CH2:5][C:6]([OH:8])=[O:7]. Procedure details: A mixture of ethyl 5-methyl-5-phenylpentanoate (16.0 g, 72.6 mmol), a 30% aqueous sulfuric acid solution and acetic acid (250 ml) was stirred at 75-80° C. for 6 hours. The reaction mixture was poured into cold water and extracted twice with toluene, and the extract solution was washed twice with a 5% aqueous sodium chloride solution and dried over anhydrous magnesium sulfate. The solvent was distilled off under reduced pressure to obtain 13.4 mg of 5-methyl-5-phenylpentanoic acid. Starting materials: C=CCBr, C1CCOC1, COC(=O)Cc1ccc(F)cc1Cl. Yields the product C=CCC(C(=O)OC)c1ccc(F)cc1Cl. RXN SMILES: [CH2:14]([CH:15]=[CH2:16])[Br:17].[CH2:18]1[O:19][CH2:20][CH2:21][CH2:22]1.[Cl:1][c:2]1[c:3]([CH2:9][C:10](=[O:11])[O:12][CH3:13])[cH:4][cH:5][c:6]([F:8])[cH:7]1>>[Cl:1][c:2]1[c:3]([CH:9]([C:10](=[O:11])[O:12][CH3:13])[CH2:16][CH:15]=[CH2:14])[cH:4][cH:5][c:6]([F:8])[cH:7]1. The reactants are BrC=1C(=NC=C(C(=O)O)C1)Cl (5-Bromo-6-chloronicotinic acid), Cl.CNOC (N,O-dimethylhydroxyamine hydrochloride), C[Mg]Br (methylmagnesium bromide). The product is BrC=1C=C(C=NC1Cl)C(C)=O (1-(5-bromo-6-chloropyridin-3-yl)ethanone). As a reaction SMILES: [Br:1][C:2]1[C:3]([Cl:11])=[N:4][CH:5]=[C:6]([CH:10]=1)[C:7]([OH:9])=O.Cl.[CH3:13]NOC.C[Mg]Br>>[Br:1][C:2]1[CH:10]=[C:6]([C:7](=[O:9])[CH3:13])[CH:5]=[N:4][C:3]=1[Cl:11] |f:1.2|. Procedure: 5-Bromo-6-chloronicotinic acid and N,O-dimethylhydroxyamine hydrochloride were treated in the similar manner to Reference Example 7(5), and then the resulting compound and methylmagnesium bromide were treated in the similar manner to Reference Example 7(6) to give 1-(5-bromo-6-chloropyridin-3-yl)ethanone [REx(113-1)] as a colorless powder.